From a dataset of the Open Reaction Database (ORD), a public repository of structured organic reaction records. describe an organic reaction: reactants, conditions, products, and yield Starting materials: CCCCCC(=O)Oc1cccc(O)c1, Cc1ccccc1, Cl, O, [Zn]. The product is CCCCCCOc1cccc(O)c1. RXN SMILES: [C:3]([CH2:4][CH2:5][CH2:6][CH2:7][CH3:8])(=[O:9])[O:10][c:11]1[cH:12][c:13]([OH:14])[cH:15][cH:16][cH:17]1.[CH3:19][c:20]1[cH:21][cH:22][cH:23][cH:24][cH:25]1.[ClH:1].[OH2:2].[Zn:18]>>[CH2:3]([CH2:4][CH2:5][CH2:6][CH2:7][CH3:8])[O:10][c:11]1[cH:12][c:13]([OH:14])[cH:15][cH:16][cH:17]1. Starting materials: O=C([O-])[O-], C1COCCO1, COC(=O)C(CC(=O)N1CCC(N2CCc3ccccc3NC2=O)CC1)Cc1cc(Cl)c(N)c(Br)c1, COB(O)O, CO, [Na+], [Na+]. Yields the product COC(=O)C(CC(=O)N1CCC(N2CCc3ccccc3NC2=O)CC1)Cc1cc(C)c(N)c(Cl)c1. Reaction SMILES: [C:6](=[O:7])([O-:8])[O-:9].[CH2:48]1[O:49][CH2:50][CH2:51][O:52][CH2:53]1.[CH3:12][O:13][C:14]([CH:15]([CH2:16][C:17]([N:18]1[CH2:19][CH2:20][CH:21]([N:24]2[C:25](=[O:35])[NH:26][c:27]3[c:28]([cH:31][cH:32][cH:33][cH:34]3)[CH2:29][CH2:30]2)[CH2:22][CH2:23]1)=[O:36])[CH2:37][c:38]1[cH:39][c:40]([Br:46])[c:41]([NH2:45])[c:42]([Cl:44])[cH:43]1)=[O:47].[CH3:1][O:2][B:3]([OH:4])[OH:5].[CH3:54][OH:55].[Na+:10].[Na+:11]>>[CH3:1][c:40]1[cH:39][c:38]([CH2:37][CH:15]([C:14]([O:13][CH3:12])=[O:47])[CH2:16][C:17]([N:18]2[CH2:19][CH2:20][CH:21]([N:24]3[C:25](=[O:35])[NH:26][c:27]4[c:28]([cH:31][cH:32][cH:33][cH:34]4)[CH2:29][CH2:30]3)[CH2:22][CH2:23]2)=[O:36])[cH:43][c:42]([Cl:44])[c:41]1[NH2:45]. Reactants: O=C([O-])[O-], COCCOC, O=C1Nc2ccc(F)c(I)c2C1=Cc1ccc[nH]1, [Na+], [Na+], OB(O)c1ccc(O)cc1. Yields the product O=C1Nc2ccc(F)c(-c3ccc(O)cc3)c2C1=Cc1ccc[nH]1. As a reaction SMILES: [C:19](=[O:20])([O-:21])[O-:22].[CH3:35][O:36][CH2:37][CH2:38][O:39][CH3:40].[F:1][c:2]1[c:3]([I:18])[c:4]2[c:8]([cH:9][cH:10]1)[NH:7][C:6](=[O:11])[C:5]2=[CH:12][c:13]1[nH:14][cH:15][cH:16][cH:17]1.[Na+:23].[Na+:24].[OH:25][c:26]1[cH:27][cH:28][c:29]([B:32]([OH:33])[OH:34])[cH:30][cH:31]1>>[F:1][c:2]1[c:3](-[c:29]2[cH:28][cH:27][c:26]([OH:25])[cH:31][cH:30]2)[c:4]2[c:8]([cH:9][cH:10]1)[NH:7][C:6](=[O:11])[C:5]2=[CH:12][c:13]1[nH:14][cH:15][cH:16][cH:17]1. The reactants are O=C([O-])O, COCCOC, CCCCCC(C)(CCS(=O)(=O)c1nnnn1-c1ccccc1)O[Si](C)(C)C, C[Si](C)(C)[N-][Si](C)(C)C, CCCCOC(=O)c1csc(SCCN2C(=O)OC(C)C2C=O)n1, [K+], [Na+]. The product is CCCCCC(C)(CC=CC1C(C)OC(=O)N1CCSc1nc(C(=O)OCCCC)cs1)O[Si](C)(C)C. As a reaction SMILES: [C:63](=[O:64])([OH:65])[O-:66].[CH2:68]([CH2:69][O:70][CH3:71])[O:72][CH3:73].[CH3:1][C:2]([CH2:3][CH2:4][S:5]([c:6]1[n:7](-[c:8]2[cH:9][cH:10][cH:11][cH:12][cH:13]2)[n:14][n:15][n:16]1)(=[O:17])=[O:18])([CH2:19][CH2:20][CH2:21][CH2:22][CH3:23])[O:24][Si:25]([CH3:26])([CH3:27])[CH3:28].[CH3:29][Si:30]([CH3:31])([CH3:32])[N-:33][Si:34]([CH3:35])([CH3:36])[CH3:37].[CH:39](=[O:40])[CH:41]1[N:42]([CH2:48][CH2:49][S:50][c:51]2[s:52][cH:53][c:54]([C:56](=[O:57])[O:58][CH2:59][CH2:60][CH2:61][CH3:62])[n:55]2)[C:43](=[O:47])[O:44][CH:45]1[CH3:46].[K+:38].[Na+:67]>>[CH3:1][C:2]([CH2:3][CH:4]=[CH:39][CH:41]1[N:42]([CH2:48][CH2:49][S:50][c:51]2[s:52][cH:53][c:54]([C:56](=[O:57])[O:58][CH2:59][CH2:60][CH2:61][CH3:62])[n:55]2)[C:43](=[O:47])[O:44][CH:45]1[CH3:46])([CH2:19][CH2:20][CH2:21][CH2:22][CH3:23])[O:24][Si:25]([CH3:26])([CH3:27])[CH3:28]. The reactants are ClC1=C(C(=O)O)C=C(C=C1)[N+](=O)[O-] (2-chloro-5-nitro-benzoic acid), C(C(=O)Cl)(=O)Cl (oxalyl chloride). Conditions: time 8 hour. Product: ClC1=C(C(=O)Cl)C=C(C=C1)[N+](=O)[O-] (2-Chloro-5-nitro-benzoyl chloride). As a reaction SMILES: [Cl:1][C:2]1[CH:10]=[CH:9][C:8]([N+:11]([O-:13])=[O:12])=[CH:7][C:3]=1[C:4](O)=[O:5].C(Cl)(=O)C([Cl:17])=O>>[Cl:1][C:2]1[CH:10]=[CH:9][C:8]([N+:11]([O-:13])=[O:12])=[CH:7][C:3]=1[C:4]([Cl:17])=[O:5]. Procedure details: To a suspension of 2-chloro-5-nitro-benzoic acid (10 g, 49.6 mmol), oxalyl chloride was added dropwise (12.6 g, 2.0 equiv.). The resulting yellow solution was stirred at room temperature under argon overnight. The solvent was removed under vacuum to give a yellowish solid (10.8 g). Starting materials: C[O-].[Na+] (sodium methylate), ClC(CC(O)C1=CC=CC=C1)=C (2-chloroallylphenylcarbinol), Cl (hydrochloric acid). Run in NCCCN (1,3-diaminopropane). The product is C1(=CC=CC=C1)C(O)CC#C (phenylpropargylcarbinol). Reaction SMILES: Cl[C:2](=[CH2:12])[CH2:3][CH:4]([C:6]1[CH:11]=[CH:10][CH:9]=[CH:8][CH:7]=1)[OH:5].C[O-].[Na+].Cl>NCCCN>[C:6]1([CH:4]([CH2:3][C:2]#[CH:12])[OH:5])[CH:11]=[CH:10][CH:9]=[CH:8][CH:7]=1 |f:1.2|. Procedure details: 19.5 Grams of 2-chloroallylphenylcarbinol were dissolved in 100.0 g of 1,3-diaminopropane, and 9.2 g of sodium methylate were added. The mixture was allowed to react at 30° C. for 16 hours. Then, the reaction mixture was neutralized with concentrated hydrochloric acid, and insolubles were filtered off. The filtrate was concentrated under reduced pressure, and the resultant oily substance was purified by silica gel column chromatography to give 12.6 g of phenylpropargylcarbinol, nD20 =1.546, FI-M... Reaction SMILES: [CH3:21][N:22]([CH3:23])[CH:24]=[O:25].[Cl:1][CH2:2][CH2:3][O:4][c:5]1[c:6]([NH2:15])[c:7]([N+:12](=[O:13])[O-:14])[cH:8][c:9]([Cl:11])[cH:10]1.[N-:17]=[N+:18]=[N-:19].[Na+:16].[OH2:20]>>[CH2:2]([CH2:3][O:4][c:5]1[c:6]([NH2:15])[c:7]([N+:12](=[O:13])[O-:14])[cH:8][c:9]([Cl:11])[cH:10]1)[N:17]=[N+:18]=[N-:19]. The reactants are CN(C)C=O, Nc1c(OCCCl)cc(Cl)cc1[N+](=O)[O-], [N-]=[N+]=[N-], [Na+], O. Product: [N-]=[N+]=NCCOc1cc(Cl)cc([N+](=O)[O-])c1N.